This data is from the Open Reaction Database (ORD), a public repository of structured organic reaction records. The task is: describe an organic reaction: reactants, conditions, products, and yield Starting materials: ClC=1C=CC2=C(C=C(CN3C2=C(C=2C=CC(=CC23)C(=O)OC(C)(C)C)C2CCCCC2)C(=O)OC)C1 (10-tert-butyl 6-methyl 3-chloro-13-cyclohexyl-7H-indolo[2,1-a][2]benzazepine-6,10-dicarboxylate), ClC=1C=CC(=C(C1)B(O)O)C=O (5-chloro-2-formylphenylboronic acid). Product: title compound 24a, ClC1=CC(=C(C=C1)B(O)O)C=O (4-chloro-2-formylphenylboronic acid). Isolated yield 70.0%. As a reaction SMILES: [Cl:1]C1C=CC2C3=C(C4CCCCC4)C4C=CC(C(OC(C)(C)C)=O)=CC=4N3CC(C(OC)=O)=CC=2C=1.Cl[C:38]1[CH:39]=[CH:40][C:41]([CH:47]=[O:48])=[C:42]([B:44]([OH:46])[OH:45])[CH:43]=1>>[Cl:1][C:39]1[CH:38]=[CH:43][C:42]([B:44]([OH:46])[OH:45])=[C:41]([CH:47]=[O:48])[CH:40]=1. Procedure: The title compound 24a was synthesized following the 2-step procedure reported for the synthesis of 10-tert-butyl 6-methyl 3-chloro-13-cyclohexyl-7H-indolo[2,1-a][2]benzazepine-6,10-dicarboxylate 21a, using 5-chloro-2-formylphenylboronic acid in the first step, instead of 4-chloro-2-formylphenylboronic acid 34a, and was obtained with an overall yield of 70% as a yellowish solid; m/z 507 [M+H]+. Starting materials: [N+](=O)([O-])C=1C=C(OCC=2N=CN(C2)C(C2=CC=CC=C2)(C2=CC=CC=C2)C2=CC=CC=C2)C=CC1 (4-(3-nitro-phenoxymethyl)-1-trityl-1H-imidazole). The reagents and catalysts are [Pd] (Pd/C). Run in C(C)(=O)OCC (ethyl acetate), C(C)O (ethanol). Product: C(C1=CC=CC=C1)(C1=CC=CC=C1)(C1=CC=CC=C1)N1C=NC(=C1)COC=1C=C(C=CC1)N (3-(1-trityl-1H-imidazol-4-ylmethoxy)phenylamine). The yield is 42.8%. RXN SMILES: [N+:1]([C:4]1[CH:5]=[C:6]([CH:33]=[CH:34][CH:35]=1)[O:7][CH2:8][C:9]1[N:10]=[CH:11][N:12]([C:14]([C:27]2[CH:32]=[CH:31][CH:30]=[CH:29][CH:28]=2)([C:21]2[CH:26]=[CH:25][CH:24]=[CH:23][CH:22]=2)[C:15]2[CH:20]=[CH:19][CH:18]=[CH:17][CH:16]=2)[CH:13]=1)([O-])=O>C(OCC)(=O)C.C(O)C.[Pd]>[C:14]([N:12]1[CH:13]=[C:9]([CH2:8][O:7][C:6]2[CH:5]=[C:4]([NH2:1])[CH:35]=[CH:34][CH:33]=2)[N:10]=[CH:11]1)([C:15]1[CH:20]=[CH:19][CH:18]=[CH:17][CH:16]=1)([C:27]1[CH:28]=[CH:29][CH:30]=[CH:31][CH:32]=1)[C:21]1[CH:22]=[CH:23][CH:24]=[CH:25][CH:26]=1. Procedure: A mixture of 4-(3-nitro-phenoxymethyl)-1-trityl-1H-imidazole (1.5 g, from above) and 10% Pd/C (0.18 g) in ethyl acetate (60 mL) and ethanol(30 mL) was hydrogenated at 1 atmosphere overnight. The reaction mixture was filtered through a celite pad and the filtrate was evaporated under reduced pressure. The residue was purified by flash column chromatography on silica gel eluting with ethyl acetate:hexane (40:60) to afford 3-(1-trityl-1H-imidazol-4-ylmethoxy)phenylamine (0.6 g).